This data is from the Open Reaction Database (ORD), a public repository of structured organic reaction records. The task is: describe an organic reaction: reactants, conditions, products, and yield The reactants are NC1=CC(=C(C(=C1)C)O)C (4-amino-2,6-dimethylphenol), FC1=CC(=CC(=C1)F)F (1,3,5-trifluorobenzene), C([O-])([O-])=O.[K+].[K+] (potassium carbonate), cuprous chloride, O (water). Run in CS(=O)C (dimethylsulfoxide), C1(=CC=CC=C1)C (toluene). Reaction conditions: time 30 minute. The product is FC=1C=C(OC2=C(C=C(N)C=C2C)C)C=C(C1)F (4-(3,5-difluorophenoxy)3,5-dimethylaniline). Procedure details: A mixture of 4-amino-2,6-dimethylphenol (6.92 g), 1,3,5-trifluorobenzene (10.00 g), anhydrous potassium carbonate (13.93 g) and anhydrous cuprous chloride (0.50 g) in dry dimethylsulfoxide (100 ml) was heated under reflux for 4 hours, whereby the inner temperature raised from 120° C. to 150° C. After completion of the reaction, the reaction mixture was cooled to room temperature, and cold water (200 ml) and toluene (100 ml) were added thereto. After continuation of stirring for 30 minutes, the r... Isolated yield 75.6%. RXN SMILES: [NH2:1][C:2]1[CH:7]=[C:6]([CH3:8])[C:5]([OH:9])=[C:4]([CH3:10])[CH:3]=1.[F:11][C:12]1[CH:17]=[C:16](F)[CH:15]=[C:14]([F:19])[CH:13]=1.C(=O)([O-])[O-].[K+].[K+].O>CS(C)=O.C1(C)C=CC=CC=1>[F:11][C:12]1[CH:17]=[C:16]([CH:15]=[C:14]([F:19])[CH:13]=1)[O:9][C:5]1[C:6]([CH3:8])=[CH:7][C:2]([NH2:1])=[CH:3][C:4]=1[CH3:10] |f:2.3.4|. Yields the product C(C)(=O)NC1=C(C=CC(=C1)[N+](=O)[O-])O (2-acetamido-4-nitrophenol). The solvent is O1CCCC1 (tetrahydrofuran). Reported procedure: 2-Amino-4-nitrophenol (10 g, 0.065 mol) was dissolved in tetrahydrofuran (100 ml) and, after cooling to 0° C., acetic anhydride (12.24 ml, 0.130 mol) was added dropwise, followed by stirring at room temperature for 2 h. Thereafter, methanol (10 ml) was added to the reaction mixture, which was then stirred at room temperature for 30 min and, thereafter, the solvent was evaporated and the resulting residue was diluted with diethyl ether and filtered. The solvent was evaporated off the filtrate and... RXN SMILES: [NH2:1][C:2]1[CH:7]=[C:6]([N+:8]([O-:10])=[O:9])[CH:5]=[CH:4][C:3]=1[OH:11].[C:12](OC(=O)C)(=[O:14])[CH3:13].CO>O1CCCC1>[C:12]([NH:1][C:2]1[CH:7]=[C:6]([N+:8]([O-:10])=[O:9])[CH:5]=[CH:4][C:3]=1[OH:11])(=[O:14])[CH3:13]. Reactants: C(C)(=O)OC(C)=O (acetic anhydride), NC1=C(C=CC(=C1)[N+](=O)[O-])O (2-Amino-4-nitrophenol), CO (methanol). Run at temperature 0 celsius, time 2 hour. Isolated yield 95.8%.